Dataset: the Open Reaction Database (ORD), a public repository of structured organic reaction records. Task: describe an organic reaction: reactants, conditions, products, and yield The reactants are CC(C)(C)OC(=O)NC1CCC(O)C1, O=CO, CCOC(=O)N=NC(=O)OCC, c1ccc(P(c2ccccc2)c2ccccc2)cc1. Yields the product CC(C)(C)OC(=O)NC1CCC(OC=O)C1. Reaction SMILES: [CH3:13][C:14]([CH3:15])([CH3:16])[O:17][C:18]([NH:19][CH:20]1[CH2:21][CH:22]([OH:25])[CH2:23][CH2:24]1)=[O:26].[CH:46]([OH:47])=[O:48].[O:1]=[C:2]([O:3][CH2:4][CH3:5])[N:6]=[N:7][C:8]([O:9][CH2:10][CH3:11])=[O:12].[c:27]1([P:28]([c:29]2[cH:30][cH:31][cH:32][cH:33][cH:34]2)[c:35]2[cH:36][cH:37][cH:38][cH:39][cH:40]2)[cH:41][cH:42][cH:43][cH:44][cH:45]1>>[O:1]=[CH:2][O:25][CH:22]1[CH2:21][CH:20]([NH:19][C:18]([O:17][C:14]([CH3:13])([CH3:15])[CH3:16])=[O:26])[CH2:24][CH2:23]1.